This data is from the Open Reaction Database (ORD), a public repository of structured organic reaction records. The task is: describe an organic reaction: reactants, conditions, products, and yield The reactants are [N+](=O)([O-])C1=CC=C2C=C3CCCCC3=CC2=C1 (1,2,3,4-tetrahydro-7-nitroanthracene), [H][H] (hydrogen). The reagents and catalysts are [Pd] (palladium-on-carbon). Solvent: CO (methanol). Conditions: time 5 hour. The product is NC1=CC=C2C=C3CCCCC3=CC2=C1 (7-amino-1,2,3,4-tetrahydroanthracene). The yield is 97.8%. Reaction SMILES: [N+:1]([C:4]1[CH:17]=[C:16]2[C:7]([CH:8]=[C:9]3[C:14](=[CH:15]2)[CH2:13][CH2:12][CH2:11][CH2:10]3)=[CH:6][CH:5]=1)([O-])=O.[H][H]>[Pd].CO>[NH2:1][C:4]1[CH:17]=[C:16]2[C:7]([CH:8]=[C:9]3[C:14](=[CH:15]2)[CH2:13][CH2:12][CH2:11][CH2:10]3)=[CH:6][CH:5]=1. Procedure details: A mixture of 4 mg (17.62 mmol) of 1,2,3,4-tetrahydro-7-nitroanthracene (John D. Scribner and James A. Miller; J. Chem. Soc., 5377 (1965)) and 0.5 g of palladium-on-carbon catalyst in 200 ml of methanol was shaken with hydrogen at 50 p.s.i. for 5 hours. The catalyst was removed by filtration and the filtrate was concentrated to give 3.4 g (97%) of 7-amino-1,2,3,4-tetrahydroanthracene. To a solution of 3.2 g (16.24 mmol) of the latter in 50 ml of dry tetrahydrofuran was added 2.7 g (26.7 mmol) of ... As a reaction SMILES: Br[CH2:2][CH2:3][CH2:4][F:5].[CH2:6]([O:13][C:14](=[O:43])[C@@H:15]([NH:24][C:25]([C@@H:27]1[CH2:32][CH2:31][CH2:30][CH2:29][N:28]1[S:33]([C:36]1[CH:41]=[CH:40][CH:39]=[C:38]([F:42])[CH:37]=1)(=[O:35])=[O:34])=[O:26])[CH2:16][C:17]1[CH:22]=[CH:21][C:20]([OH:23])=[CH:19][CH:18]=1)[C:7]1[CH:12]=[CH:11][CH:10]=[CH:9][CH:8]=1.C(=O)([O-])[O-].[Cs+].[Cs+]>CN(C=O)C.C(OCC)(=O)C>[CH2:6]([O:13][C:14](=[O:43])[C@@H:15]([NH:24][C:25]([C@@H:27]1[CH2:32][CH2:31][CH2:30][CH2:29][N:28]1[S:33]([C:36]1[CH:41]=[CH:40][CH:39]=[C:38]([F:42])[CH:37]=1)(=[O:35])=[O:34])=[O:26])[CH2:16][C:17]1[CH:22]=[CH:21][C:20]([O:23][CH2:2][CH2:3][CH2:4][F:5])=[CH:19][CH:18]=1)[C:7]1[CH:8]=[CH:9][CH:10]=[CH:11][CH:12]=1 |f:2.3.4|. The solvent is CN(C)C=O (DMF), C(C)(=O)OCC (ethyl acetate). Procedure: 3-Bromo-1-fluoro propane (1.6 g, 11 mmol) was added to a mixture of (S)-2-{[(S)-1-(3-fluoro-benzenesulfonyl)-piperidine-2-carbonyl]-amino}-3-(4-hydroxy-phenyl)-propionic acid benzyl ester (compound 17c) (2.0 g, 3.7 mmol) and cesium carbonate (3.6 g, 11 mmol) in DMF (60 mL). The suspension was stirred overnight at room temperature. The reaction mixture was diluted in ethyl acetate and washed with water, dried over magnesium sulfate and concentrated. The resulting oil was chromatographed (dichloro... Yield: 85.0%. Starting materials: BrCCCF (3-Bromo-1-fluoro propane), C(C1=CC=CC=C1)OC([C@H](CC1=CC=C(C=C1)O)NC(=O)[C@H]1N(CCCC1)S(=O)(=O)C1=CC(=CC=C1)F)=O ((S)-2-{[(S)-1-(3-fluoro-benzenesulfonyl)-piperidine-2-carbonyl]-amino}-3-(4-hydroxy-phenyl)-propionic acid benzyl ester), C(C1=CC=CC=C1)OC([C@H](CC1=CC=C(C=C1)O)NC(=O)[C@H]1N(CCCC1)S(=O)(=O)C1=CC(=CC=C1)F)=O ((S)-2-{[(S)-1-(3-fluoro-benzenesulfonyl)-piperidine-2-carbonyl]-amino}-3-(4-hydroxy-phenyl)-propionic acid benzyl ester), C([O-])([O-])=O.[Cs+].[Cs+] (cesium carbonate). Yields the product C(C1=CC=CC=C1)OC([C@H](CC1=CC=C(C=C1)OCCCF)NC(=O)[C@H]1N(CCCC1)S(=O)(=O)C1=CC(=CC=C1)F)=O ((S)-2-{[(S)-1-(3-Fluoro-benzenesulfonyl)-piperidine-2-carbonyl]-amino}-3-[4-(3-fluoro-propoxy)-phenyl]-propionic acid benzyl ester). Reaction conditions: time 8 hour.